Dataset: the Open Reaction Database (ORD), a public repository of structured organic reaction records. Task: describe an organic reaction: reactants, conditions, products, and yield Reactants: C(C1=CC=CC=C1)OC(NC1(CC1)C#N)=O ((1-cyano-cyclopropyl)-carbamic acid benzyl ester), Cl.NO (hydroxylamine hydrochloride), C(=O)([O-])[O-].[K+].[K+] (K2CO3). Solvent: CCO (EtOH). The product is C(C1=CC=CC=C1)OC(NC1(CC1)C(NO)=N)=O ([1-(N-hydroxycarbamimidoyl)-cyclopropyl]-carbamic acid benzyl ester). Yield: 15.8%. Reaction SMILES: [CH2:1]([O:8][C:9](=[O:16])[NH:10][C:11]1([C:14]#[N:15])[CH2:13][CH2:12]1)[C:2]1[CH:7]=[CH:6][CH:5]=[CH:4][CH:3]=1.Cl.[NH2:18][OH:19].C([O-])([O-])=O.[K+].[K+]>CCO>[CH2:1]([O:8][C:9](=[O:16])[NH:10][C:11]1([C:14](=[NH:15])[NH:18][OH:19])[CH2:13][CH2:12]1)[C:2]1[CH:3]=[CH:4][CH:5]=[CH:6][CH:7]=1 |f:1.2,3.4.5|. Procedure details: To a solution of (1-cyano-cyclopropyl)-carbamic acid benzyl ester (3.7 g, 17.11 mmol) in EtOH (40 mL) was added hydroxylamine hydrochloride (3.6 g, 51 mmol) and K2CO3 (9.5 g, 68 mmol). The reaction mixture was heated at reflux for 24 h. The resulting white suspension was cooled to RT and concentrated under reduced pressure. The residue was diluted with water and extracted with EtOAc (3×100 mL). The combined extracts were washed with water, brine and dried with MgSO4. The mixture was filtered, co...